This data is from the Open Reaction Database (ORD), a public repository of structured organic reaction records. The task is: describe an organic reaction: reactants, conditions, products, and yield The reactants are IC1=C(C=C(C=C1)[N+](=O)[O-])O (2-iodo-5-nitrophenol), C(=O)([O-])[O-].[K+].[K+] (K2CO3), [Na+].ClC(C(=O)[O-])(F)F (2-chloro-2,2-difluoro-acetic acid sodium salt). The solvent is CN(C)C=O.O (DMF H2O), CCOC(=O)C (EtOAc). Run at temperature 110 celsius, time 12 hour. Yields the product FC(OC1=C(C=CC(=C1)[N+](=O)[O-])I)F (2-(difluoromethoxy)-1-iodo-4-nitrobenzene). RXN SMILES: [I:1][C:2]1[CH:7]=[CH:6][C:5]([N+:8]([O-:10])=[O:9])=[CH:4][C:3]=1[OH:11].C([O-])([O-])=O.[K+].[K+].[Na+].Cl[C:20]([F:25])([F:24])C([O-])=O>CN(C=O)C.O.CCOC(C)=O>[F:24][CH:20]([F:25])[O:11][C:3]1[CH:4]=[C:5]([N+:8]([O-:10])=[O:9])[CH:6]=[CH:7][C:2]=1[I:1] |f:1.2.3,4.5,6.7|. Procedure: A mixture of 2-iodo-5-nitrophenol (8.98 g), K2CO3 (18.7 g) and 2-chloro-2,2-difluoro-acetic acid sodium salt (5.17 g) in DMF-H2O (60-6 mL) was stirred at 110° C. for 3.5 h and at room temperature for 12 h. The mixture was diluted with EtOAc and washed with 1H HCl, saturated NaHCO3 aq., water and brine, and dried over anhydrous Na2SO4. The solvent was removed under reduced pressure. The resulting residue was purified by silica gel column chromatography (Hexane/EtOAc=9/1) to obtain compound aa4-1 ...